Dataset: the Open Reaction Database (ORD), a public repository of structured organic reaction records. Task: describe an organic reaction: reactants, conditions, products, and yield Reactants: C=CCNCC=C, CC1c2ccccc2CCON1C(=O)Cl, ClCCl. Product: C=CCN(CC=C)C(=O)N1OCCc2ccccc2C1C. RXN SMILES: [CH2:16]([CH:17]=[CH2:18])[NH:19][CH2:20][CH:21]=[CH2:22].[CH3:1][CH:2]1[N:3]([C:13](=[O:14])[Cl:15])[O:4][CH2:5][CH2:6][c:7]2[c:8]1[cH:9][cH:10][cH:11][cH:12]2.[Cl:23][CH2:24][Cl:25]>>[CH3:1][CH:2]1[N:3]([C:13](=[O:14])[N:19]([CH2:16][CH:17]=[CH2:18])[CH2:20][CH:21]=[CH2:22])[O:4][CH2:5][CH2:6][c:7]2[c:8]1[cH:9][cH:10][cH:11][cH:12]2. Reactants: ClCCCC1=C(CCl)C=CC=C1 (2-(3-chloropropyl)benzyl chloride), 2,4-pantanedione, C([O-])([O-])=O.[K+].[K+] (potassium carbonate), C(C)O (ethanol). Yields the product ClCCCC1=C(C=CC=C1)CCC(C)=O (4-[2-(3-Chloropropyl)phenyl]-2-butanone). Reaction SMILES: [Cl:1][CH2:2][CH2:3][CH2:4][C:5]1[CH:12]=[CH:11][CH:10]=[CH:9][C:6]=1[CH2:7]Cl.[C:13](=O)([O-])[O-].[K+].[K+].[CH2:19]([OH:21])[CH3:20]>>[Cl:1][CH2:2][CH2:3][CH2:4][C:5]1[CH:12]=[CH:11][CH:10]=[CH:9][C:6]=1[CH2:7][CH2:20][C:19](=[O:21])[CH3:13] |f:1.2.3|. Procedure: A mixture of 258 g (1.27 mol) of 2-(3-chloropropyl)benzyl chloride, 2, 140 g (1.4 mol) of 2,4-pantanedione, 6, 175 g (1.27 mol) potassium carbonate, and 700 ml of absolute ethanol was stirred at reflux for 18 hours. Evaporation of the alchohol gave a residue which was partitioned between ether and water. The organic phase was dried over anhydrus MgSO4, concentrated and the residue distilled to give the chloro ketone 7, 218 g, bp 123°-127° C/0.2 mm.